Dataset: the Open Reaction Database (ORD), a public repository of structured organic reaction records. Task: describe an organic reaction: reactants, conditions, products, and yield Reactants: C1=CC=CC=C1 (benzene), C=O (paraformaldehyde), C1(=CC=C(C=C1)S(=O)(=O)O)C (p-toluene sulfonic acid), N([C@@H](CCC(O)=O)C(=O)O)C(=O)OC(C)(C)C (Boc-L-Glu), three, CCOCC (ether). Solvent: O (water), CC#N (CH3CN). The product is C(C)(C)(C)OC(=O)[C@@H]1OC(C(N1)CCC(=O)O)=O ((S)-t-Butyloxycarbonyl-5-oxo-4-oxazolidinepropanoic acid). Yield: 84.3%. Reaction SMILES: [NH:1]([C:11]([O:13]C(C)(C)C)=O)[C@H:2]([C:8]([OH:10])=O)[CH2:3][CH2:4][C:5](=[O:7])[OH:6].C1C=CC=CC=1.C=[O:25].[C:26]1([CH3:36])[CH:31]=CC(S(O)(=O)=O)=C[CH:27]=1.CC[O:39][CH2:40]C>CC#N.O>[C:26]([O:25][C:40]([C@H:11]1[NH:1][CH:2]([CH2:3][CH2:4][C:5]([OH:6])=[O:7])[C:8](=[O:10])[O:13]1)=[O:39])([CH3:36])([CH3:31])[CH3:27]. Procedure: 1077 g (4.36 mols) of Boc-L-Glu, 2, was dissolved in 1 L of CH3CN with warming. This was poured into a 5 L three neck flask. To this solution 3 L of benzene, 196 g (6.54 mols) of paraformaldehyde, and 40 g (0.26 mols) of p-toluene sulfonic acid were added. Equipping the round bottom flasks with two Dean-Stark apparati, dual condensers at −10° C., and a mechanical stirrer, the reaction mixture was brought to 70° C. and refluxed for 6 hours (100 ml of water was collected from the Dean-Stark appara... Reactants: O.Cl.N[C@@H](CS)C(=O)O (L-cysteine hydrochloride monohydrate), O1CCCC1 (tetrahydrofuran), isobutyryl anhydride, Cl (hydrogen chloride), C(C(C)C)(=O)[O-].[Na+] (sodium isobutyrate). The solvent is mixture, O (water). Conditions: time 8 hour. Product: C(C(C)C)(=O)N[C@@H](CS)C(=O)O (N-isobutyryl-L-cysteine). RXN SMILES: O.Cl.[NH2:3][C@H:4]([C:7]([OH:9])=[O:8])[CH2:5][SH:6].O1CCCC1.[C:15]([O-])(=[O:19])[CH:16]([CH3:18])[CH3:17].[Na+].Cl>O>[C:15]([NH:3][C@H:4]([C:7]([OH:9])=[O:8])[CH2:5][SH:6])(=[O:19])[CH:16]([CH3:18])[CH3:17] |f:0.1.2,4.5|. Reported procedure: A suspension of 35.2 g (0.20 mol of L-cysteine hydrochloride monohydrate in 100 ml of a mixture of 80% of tetrahydrofuran (THF) and 20% of water was stirred under nitrogen at room temperature and treated with 44.0 g (0.40 mol of sodium isobutyrate. The reaction mixture (white slurry) was cooled to 0°-5° C. and, under nitrogen, 35 ml (0.21 mol) of isobutyryl anhydride was added dropwise. The resulting mobile suspension was stirred for 6 h at room temperature, allowed to stand overnight, and final...